Dataset: the Open Reaction Database (ORD), a public repository of structured organic reaction records. Task: describe an organic reaction: reactants, conditions, products, and yield Starting materials: ClC1=CC=C(C=C1)S(=O)(=O)OCCCCCCCCCCCCCCCCCC (Octadecyl parachlorobenzenesulfonate), COC=1C(=CC2=C(N=C([Se]2)C)C1)OC (5,6-dimethoxy-2-methylbenzoselenazole). Conditions: temperature 130 celsius. The product is ClC1=CC=C(C=C1)S(=O)(=O)[O-].COC=1C(=CC2=C([N+](=C([Se]2)C)CCCCCCCCCCCCCCCCCC)C1)OC (5,6-dimethoxy-2-methyl-3-octadecylbenzoselenazolium parachlorobenzenesulfonate). The yield is 65.1%. RXN SMILES: [Cl:1][C:2]1[CH:7]=[CH:6][C:5]([S:8]([O:11][CH2:12][CH2:13][CH2:14][CH2:15][CH2:16][CH2:17][CH2:18][CH2:19][CH2:20][CH2:21][CH2:22][CH2:23][CH2:24][CH2:25][CH2:26][CH2:27][CH2:28][CH3:29])(=[O:10])=[O:9])=[CH:4][CH:3]=1.[CH3:30][O:31][C:32]1[C:33]([O:42][CH3:43])=[CH:34][C:35]2[Se:39][C:38]([CH3:40])=[N:37][C:36]=2[CH:41]=1>>[Cl:1][C:2]1[CH:3]=[CH:4][C:5]([S:8]([O-:11])(=[O:9])=[O:10])=[CH:6][CH:7]=1.[CH3:30][O:31][C:32]1[C:33]([O:42][CH3:43])=[CH:34][C:35]2[Se:39][C:38]([CH3:40])=[N+:37]([CH2:29][CH2:28][CH2:27][CH2:26][CH2:25][CH2:24][CH2:23][CH2:22][CH2:21][CH2:20][CH2:19][CH2:18][CH2:17][CH2:16][CH2:15][CH2:14][CH2:13][CH3:12])[C:36]=2[CH:41]=1 |f:2.3|. Reported procedure: Octadecyl parachlorobenzenesulfonate (11.2 g) was added to 5.84 g of 5,6-dimethoxy-2-methylbenzoselenazole, and the mixture was heated at 130° C. for 6 hours. The crystals yielded by the reaction were washed with ether and then recrystallized from a solvent mixture composed of hexane and benzene. The subsequent drying gave 10.4 g of 5,6-dimethoxy-2-methyl-3-octadecylbenzoselenazolium parachlorobenzenesulfonate (yield 65%).